Dataset: the Open Reaction Database (ORD), a public repository of structured organic reaction records. Task: describe an organic reaction: reactants, conditions, products, and yield Reactants: C(=O)([O-])[O-].[Na+].[Na+] (Na2CO3), CN(C1=CC(=CC=C1)N)C (N,N-dimethyl-m-phenylenediamine), ClC1=CC(=NC=N1)N (6-chloro-pyrimidin-4-ylamine), Cl (HCl). Solvent: C(C)(=O)OCC (ethyl acetate), CC(C)O (2-propanol). Reaction conditions: temperature 90 celsius, time 16 hour. Yields the product CN(C=1C=C(C=CC1)NC1=NC=NC(=C1)N)C (N-(3-Dimethylamino-phenyl)-pyrimidine-4,6-diamine). Reaction SMILES: [CH3:1][N:2]([CH3:10])[C:3]1[CH:8]=[CH:7][CH:6]=[C:5]([NH2:9])[CH:4]=1.Cl[C:12]1[N:17]=[CH:16][N:15]=[C:14]([NH2:18])[CH:13]=1.Cl.C([O-])([O-])=O.[Na+].[Na+]>C(OCC)(=O)C.CC(O)C>[CH3:1][N:2]([CH3:10])[C:3]1[CH:4]=[C:5]([NH:9][C:12]2[CH:13]=[C:14]([NH2:18])[N:15]=[CH:16][N:17]=2)[CH:6]=[CH:7][CH:8]=1 |f:3.4.5|. Reported procedure: A mixture of N,N-dimethyl-m-phenylenediamine (1.36 g, 10 mmol), 6-chloro-pyrimidin-4-ylamine (1.30 g, 10 mmol), 2-propanol (10 mL) and HCl conc. (0.45 mL, ˜5 mmol) is shaken for 16 h at 90° C. After cooling to room temperature, the reaction mixture is distributed between half-concentrated Na2CO3 solution and ethyl acetate. The organic layer is dried over Na2SO4, evaporated, and the residue purified by flash chromatography (ethyl acetate/CH3OH). The combined pure fractions are evaporated to affor...